Dataset: the Open Reaction Database (ORD), a public repository of structured organic reaction records. Task: describe an organic reaction: reactants, conditions, products, and yield Reactants: COC(=O)C1=NC=C(C(=C1)C)Br (5-bromo-4-methylpyridine-2-carboxylic acid methyl ester), O(C)C1=CC=C(C=C1)B(O)O (4-methoxylphenylboronic acid), C([O-])([O-])=O.[K+].[K+] (potassium carbonate). The reagents and catalysts are [Pd](Cl)Cl.C(C)(C)(C)P([C-]1C=CC=C1)C(C)(C)C.[C-]1(C=CC=C1)P(C(C)(C)C)C(C)(C)C.[Fe+2] (1,1′-bis(di-tert-butylphosphino)ferrocene palladium dichloride). Run in C1CCOC1 (THF). Reaction conditions: temperature 60 celsius. The product is COC1=CC=C(C=C1)C=1C(=CC(=NC1)C(=O)OC)C (methyl 5-(4-methoxyphenyl)-4-methylpyridine-2-carboxylate). Yield: 100.0%. RXN SMILES: [CH3:1][O:2][C:3]([C:5]1[CH:10]=[C:9]([CH3:11])[C:8](Br)=[CH:7][N:6]=1)=[O:4].[O:13]([C:15]1[CH:20]=[CH:19][C:18](B(O)O)=[CH:17][CH:16]=1)[CH3:14].C(=O)([O-])[O-].[K+].[K+]>C1COCC1.[Pd](Cl)Cl.C(P(C(C)(C)C)[C-]1C=CC=C1)(C)(C)C.[C-]1(P(C(C)(C)C)C(C)(C)C)C=CC=C1.[Fe+2]>[CH3:14][O:13][C:15]1[CH:20]=[CH:19][C:18]([C:8]2[C:9]([CH3:11])=[CH:10][C:5]([C:3]([O:2][CH3:1])=[O:4])=[N:6][CH:7]=2)=[CH:17][CH:16]=1 |f:2.3.4,6.7.8.9|. Reported procedure: To a solution of 5-bromo-4-methylpyridine-2-carboxylic acid methyl ester (2.207 g, 9.59 mmol), 4-methoxylphenylboronic acid (1.604 g, 10.55 mmol) and 1,1′-bis(di-tert-butylphosphino)ferrocene palladium dichloride (0.313 g, 0.480 mmol) in THF (30 mL) was added potassium carbonate (2.0 M in water, 10.1 mL, 20.15 mmol). The mixture was purged with nitrogen and heated at 50° C. for 1 hour and at 60° C. for 5 hours. The reaction was poured into ethyl acetate and was washed with brine, dried over sodi... Reactants: C1COC2(CCC(CC2)=O)O1 (1,4-cyclohexanedione monoethlene acetal), [I-].C[S+](=O)(C)C (trimethylsulphoxonium iodide), CC(C)([O-])C.[K+] (potassium tert-butoxide), Ice water. Solvent: ClCCl (dichloromethane). Reaction conditions: time 1 hour. The product is O1CC12CCC1(OCCO1)CC2 (1,7,10-Trioxadispiro[2.2.4.2]dodecane). As a reaction SMILES: [CH2:1]1[O:11][C:4]2([CH2:9][CH2:8][C:7](=[O:10])[CH2:6][CH2:5]2)[O:3][CH2:2]1.[I-].[CH3:13][S+](C)(C)=O.CC(C)([O-])C.[K+]>ClCCl>[O:10]1[C:7]2([CH2:6][CH2:5][C:4]3([O:3][CH2:2][CH2:1][O:11]3)[CH2:9][CH2:8]2)[CH2:13]1 |f:1.2,3.4|. Reported procedure: A solution of 30.0 g (192 mmol) of 1,4-cyclohexanedione monoethlene acetal in 750 ml of dichloromethane was added to a homogeneous mixture of 50.7 g (231 mmol) of trimethylsulphoxonium iodide and 25.9 g (231 mmol) of potassium tert-butoxide, and the reaction mixture was stirred at room temperature for one hour. Ice-water was added, the phases were separated, the aqueous phase was extracted repeatedly with dichloromethane and the combined organic phases were washed repeatedly with water, dried ov... Starting materials: ClCC1=CC=CC2=CC=CC=C12 (1-(chloromethyl)naphthalene), C1(=CC=CC=C1)P(C1=CC=CC=C1)C1=CC=CC=C1 (triphenylphosphine). Solvent: CN(C=O)C (dimethylformamide). Reaction conditions: time 5 hour. Yields the product [Cl-].C1(=CC=CC2=CC=CC=C12)C[P+](C1=CC=CC=C1)(C1=CC=CC=C1)C1=CC=CC=C1 (1-naphthylmethyltriphenylphosphonium chloride). Yield: 90.9%. RXN SMILES: [Cl:1][CH2:2][C:3]1[C:12]2[C:7](=[CH:8][CH:9]=[CH:10][CH:11]=2)[CH:6]=[CH:5][CH:4]=1.[C:13]1([P:19]([C:26]2[CH:31]=[CH:30][CH:29]=[CH:28][CH:27]=2)[C:20]2[CH:25]=[CH:24][CH:23]=[CH:22][CH:21]=2)[CH:18]=[CH:17][CH:16]=[CH:15][CH:14]=1>CN(C)C=O>[Cl-:1].[C:3]1([CH2:2][P+:19]([C:20]2[CH:21]=[CH:22][CH:23]=[CH:24][CH:25]=2)([C:26]2[CH:31]=[CH:30][CH:29]=[CH:28][CH:27]=2)[C:13]2[CH:14]=[CH:15][CH:16]=[CH:17][CH:18]=2)[C:12]2[C:7](=[CH:8][CH:9]=[CH:10][CH:11]=2)[CH:6]=[CH:5][CH:4]=1 |f:3.4|. Procedure: A mixture of 5.3 g (0.03 mole) of 1-(chloromethyl)naphthalene and 8.6556 g (0.033 mole) of triphenylphosphine in 150 mL of dimethylformamide was heated at reflux with stirring for 5 hours. A copious white precipitate formed. The precipitate was filtered and washed with 100 mL of dimethylformamide and 100 mL of ether. The product was dried in vacuo to yield 11.97 g (91%) of 1-naphthylmethyltriphenylphosphonium chloride as white crystals: mp 285°-288°; IR (KBr) 3050, 3010, 2880, 2790, 1665, 1590, ... Starting materials: C(C1=CC=CC=C1)NC1=C(C=NC=2N1N=CC2C(=O)O)C(=O)N2CCC1(CC2)OCC2=CC=CC=C21 (7-Benzylamino-6-(3H-spiro[isobenzofuran-1,4′-piperidine]-1′-ylcarbonyl)pyrazolo[1,5-a]pyrimidine-3-carboxylic acid), CS(=O)(=O)N (methanesulfonamide). Yields the product C(C1=CC=CC=C1)NC1=C(C=NC=2N1N=CC2C(=O)NS(=O)(=O)C)C(=O)N2CCC1(CC2)OCC2=CC=CC=C21 (N-[7-Benzylamino-6-(3H-spiro[isobenzofuran-1,4′-piperidine]-1′-ylcarbonyl)pyrazolo[1,5-a]pyrimidine-3-carbonyl]methanesulfonamide). Isolated yield 33.2%. RXN SMILES: [CH2:1]([NH:8][C:9]1[N:14]2[N:15]=[CH:16][C:17]([C:18]([OH:20])=O)=[C:13]2[N:12]=[CH:11][C:10]=1[C:21]([N:23]1[CH2:28][CH2:27][C:26]2([C:36]3[C:31](=[CH:32][CH:33]=[CH:34][CH:35]=3)[CH2:30][O:29]2)[CH2:25][CH2:24]1)=[O:22])[C:2]1[CH:7]=[CH:6][CH:5]=[CH:4][CH:3]=1.[CH3:37][S:38]([NH2:41])(=[O:40])=[O:39]>>[CH2:1]([NH:8][C:9]1[N:14]2[N:15]=[CH:16][C:17]([C:18]([NH:41][S:38]([CH3:37])(=[O:40])=[O:39])=[O:20])=[C:13]2[N:12]=[CH:11][C:10]=1[C:21]([N:23]1[CH2:28][CH2:27][C:26]2([C:36]3[C:31](=[CH:32][CH:33]=[CH:34][CH:35]=3)[CH2:30][O:29]2)[CH2:25][CH2:24]1)=[O:22])[C:2]1[CH:7]=[CH:6][CH:5]=[CH:4][CH:3]=1. Reported procedure: In the same manner as in Example 1, step 6 and using 7-benzylamino-6-(3H-spiro[isobenzofuran-1,4′-piperidine]-1′-ylcarbonyl)pyrazolo[1,5-a]pyrimidine-3-carboxylic acid (0.130 g, 0.269 mmol) obtained in step 2 and methanesulfonamide (0.127 g, 1.34 mmol), the title compound (0.050 g, 33%) was obtained. The solvent is C(C)O (ethanol). Yields the product COC1=C(C=C(C=C1)CC(C(=O)O)(C)C)C(NCC1=CC=C(C=C1)C(F)(F)F)=O (3-[4-Methoxy-3-[N-[[4-(trifluoromethyl)phenyl]-methyl]carbamoyl]phenyl]-2,2-dimethylpropanoic acid). Reactants: COC1=C(C=C(C=C1)CC(C(=O)OC)(C)C)C(NCC1=CC=C(C=C1)C(F)(F)F)=O (methyl 3-[4-methoxy-3-[N-[[4-(trifluoromethyl)phenyl]methyl]carbamoyl]phenyl]-2,2-dimethylpropanoate), aqueous solution, [OH-].[Na+] (sodium hydroxide). Reported procedure: Using methyl 3-[4-methoxy-3-[N-[[4-(trifluoromethyl)phenyl]methyl]carbamoyl]phenyl]-2,2-dimethylpropanoate (300 mg, 0.708 mmol; Example 47), ethanol (5 ml) and 10% aqueous solution of sodium hydroxide (2 ml) and conducting the procedure similar to Example 22, 206 mg (90%) of the title compound were obtained as colorless crystals. RXN SMILES: [CH3:1][O:2][C:3]1[CH:8]=[CH:7][C:6]([CH2:9][C:10]([CH3:16])([CH3:15])[C:11]([O:13]C)=[O:12])=[CH:5][C:4]=1[C:17](=[O:30])[NH:18][CH2:19][C:20]1[CH:25]=[CH:24][C:23]([C:26]([F:29])([F:28])[F:27])=[CH:22][CH:21]=1.[OH-].[Na+]>C(O)C>[CH3:1][O:2][C:3]1[CH:8]=[CH:7][C:6]([CH2:9][C:10]([CH3:16])([CH3:15])[C:11]([OH:13])=[O:12])=[CH:5][C:4]=1[C:17](=[O:30])[NH:18][CH2:19][C:20]1[CH:25]=[CH:24][C:23]([C:26]([F:27])([F:28])[F:29])=[CH:22][CH:21]=1 |f:1.2|. Isolated yield 71.1%. The reactants are ice water, BrC1=CC(=C(C(=O)OCC2=CC=CC=C2)C=C1)F (benzyl 4-bromo-2-fluorobenzoate), OC1=C(C=CC=C1)B(O)O (2-hydroxyphenylboronic acid), C([O-])([O-])=O.[Na+].[Na+] (sodium carbonate). Reagents/catalysts: C=1C=CC(=CC1)[P](C=2C=CC=CC2)(C=3C=CC=CC3)[Pd]([P](C=4C=CC=CC4)(C=5C=CC=CC5)C=6C=CC=CC6)([P](C=7C=CC=CC7)(C=8C=CC=CC8)C=9C=CC=CC9)[P](C=1C=CC=CC1)(C=1C=CC=CC1)C=1C=CC=CC1 (tetrakis(triphenylphosphine)palladium). Solvent: COCCOC (1,2-dimethoxyethane), O (water). The product is FC=1C=C(C=CC1C(=O)OCC1=CC=CC=C1)C1=C(C=CC=C1)O (benzyl 3-fluoro-2′-hydroxybiphenyl-4-carboxylate). Isolated yield 89.5%. Reaction SMILES: Br[C:2]1[CH:17]=[CH:16][C:5]([C:6]([O:8][CH2:9][C:10]2[CH:15]=[CH:14][CH:13]=[CH:12][CH:11]=2)=[O:7])=[C:4]([F:18])[CH:3]=1.[OH:19][C:20]1[CH:25]=[CH:24][CH:23]=[CH:22][C:21]=1B(O)O.C(=O)([O-])[O-].[Na+].[Na+]>COCCOC.O.C1C=CC([P]([Pd]([P](C2C=CC=CC=2)(C2C=CC=CC=2)C2C=CC=CC=2)([P](C2C=CC=CC=2)(C2C=CC=CC=2)C2C=CC=CC=2)[P](C2C=CC=CC=2)(C2C=CC=CC=2)C2C=CC=CC=2)(C2C=CC=CC=2)C2C=CC=CC=2)=CC=1>[F:18][C:4]1[CH:3]=[C:2]([C:21]2[CH:22]=[CH:23][CH:24]=[CH:25][C:20]=2[OH:19])[CH:17]=[CH:16][C:5]=1[C:6]([O:8][CH2:9][C:10]1[CH:15]=[CH:14][CH:13]=[CH:12][CH:11]=1)=[O:7] |f:2.3.4,^1:45,47,66,85|. Procedure: To a mixed solvent solution of benzyl 4-bromo-2-fluorobenzoate (67.0 g) and 2-hydroxyphenylboronic acid (31.3 g) in 1,2-dimethoxyethane (750 ml) and water (250 ml) were added sodium carbonate (68.7 g) and tetrakis(triphenylphosphine)palladium (12.5 g), followed by stirring under heating at reflux for 5 hours. The reaction solution was brought back to room temperature, and then poured into ice water, followed by extraction with ethyl acetate. The organic layer was washed sequentially with water a... Reactants: compound ( 9-a ), CC(CCCC(C(CP([O-])([O-])=O)=O)(F)F)C (dimethyl-3,3-difluoro-2-oxoheptylphosphonate), C[O-].[Tl+] (thallium methoxide). Run in ClCCl (dichloromethane). Yields the product C12OC(CC2CCC1)=O (2-oxabicyclo [3,3,0] octane-3-one). The yield is 58.0%. As a reaction SMILES: C[CH:2]([CH3:16])[CH2:3][CH2:4][CH2:5][C:6](F)(F)[C:7](=[O:13])CP(=O)([O-])[O-].C[O-:18].[Tl+]>ClCCl>[CH:16]12[CH2:2][CH2:3][CH2:4][CH:5]1[CH2:6][C:7](=[O:13])[O:18]2 |f:1.2|. Procedure details: The compound (9-a) was reacted with dimethyl-3,3-difluoro-2-oxoheptylphosphonate (30.0 g) in dichloromethane in the presence of thallium methoxide (8.23 ml). The crude product obtained by the conventional treatment of the reaction mixture was purified on silica gel column to give the titled compound (10-a) [yield:24.4 g (58%)]. As a reaction SMILES: [NH2:1][C:2]1[CH:14]=[CH:13][C:12]([N:15]2[CH:21]3[CH2:22][CH2:23][N:18]([CH2:19][CH2:20]3)[CH2:17][CH2:16]2)=[CH:11][C:3]=1[C:4]([NH:6][CH2:7][C:8]([OH:10])=[O:9])=[O:5].[Cl:24][C:25]1[CH:26]=[C:27]([CH:30]=[CH:31][CH:32]=1)[CH:28]=O>C(O)C.C(O)(=O)C.CO.[O-2].[O-2].[Mn+4]>[N:18]12[CH2:23][CH2:22][CH:21]([CH2:20][CH2:19]1)[N:15]([C:12]1[CH:11]=[C:3]3[C:2](=[CH:14][CH:13]=1)[N:1]=[C:28]([C:27]1[CH:30]=[CH:31][CH:32]=[C:25]([Cl:24])[CH:26]=1)[N:6]([CH2:7][C:8]([OH:10])=[O:9])[C:4]3=[O:5])[CH2:16][CH2:17]2 |f:5.6.7|. Procedure: 2-(2-Amino-5-(1,4-diazabicyclo[3.2.2]nonan-4-yl)benzamido)acetic acid (85.3 mg, 0.27 mmol) (Intermediate 9A) was dissolved in ethanol (3 mL). 3-Chlorobenzaldehyde (56.5 mg, 0.046 mL, 0.40 mmol) was added followed by 2 drops of acetic acid. The reaction mixture was refluxed at 85° C. overnight. The reaction mixture was diluted with methanol and purified directly using a 1 g SCX cartridge. The crude material was concentrated to dryness before re-dissolving in dichloromethane and manganese dioxide ... The product is N12CCN(C(CC1)CC2)C=2C=C1C(N(C(=NC1=CC2)C2=CC(=CC=C2)Cl)CC(=O)O)=O (2-(6-(1,4-diazabicyclo[3.2.2]nonan-4-yl)-2-(3-chlorophenyl)-4-oxoquinazolin-3(4H)-yl)acetic acid). Reactants: NC1=C(C(=O)NCC(=O)O)C=C(C=C1)N1CCN2CCC1CC2 (2-(2-Amino-5-(1,4-diazabicyclo[3.2.2]nonan-4-yl)benzamido)acetic acid), NC1=C(C(=O)NCC(=O)O)C=C(C=C1)N1CCN2CCC1CC2 (2-(2-Amino-5-(1,4-diazabicyclo[3.2.2]nonan-4-yl)benzamido)acetic acid), ClC=1C=C(C=O)C=CC1 (3-Chlorobenzaldehyde). The solvent is C(C)O (ethanol), CO (methanol). The reagents and catalysts are C(C)(=O)O (acetic acid), [O-2].[O-2].[Mn+4] (manganese dioxide). Isolated yield 44.4%. Reaction conditions: temperature 85 celsius, time 8 hour.